From a dataset of the Open Reaction Database (ORD), a public repository of structured organic reaction records. describe an organic reaction: reactants, conditions, products, and yield The product is C(C)(C)(C)C1=CC=CC(=N1)C(=O)OCC (ethyl 6-tert-butyl-2-pyridinecarboxylate). The solvent is C(C)O (ethanol). The reactants are CC(C(CC1CC(=NO1)C(=O)OCC)=O)(C)C (ethyl 5-(3,3-dimethyl-2-oxobutyl)-4,5-dihydro-3-isoxazolecarboxylate), [H+].[B-](F)(F)(F)F (HBF4). Run at temperature 25 celsius, time 1 hour. Isolated yield 25.9%. Reaction SMILES: [CH3:1][C:2]([CH3:17])([CH3:16])[C:3](=O)[CH2:4][CH:5]1O[N:8]=[C:7]([C:10]([O:12][CH2:13][CH3:14])=[O:11])[CH2:6]1.[H+].[B-](F)(F)(F)F>C(O)C.[Ni]>[C:2]([C:3]1[N:8]=[C:7]([C:10]([O:12][CH2:13][CH3:14])=[O:11])[CH:6]=[CH:5][CH:4]=1)([CH3:17])([CH3:16])[CH3:1] |f:1.2|. Reagents/catalysts: [Ni] (Raney nickel). Reported procedure: A solution of the product from Example 115C (4.95 g, 20.5 mmol) in ethanol (400 mL) was treated with Raney nickel (20.10 g) and 48% HBF4 solution (4.13 mL), and the reaction was shaken under a hydrogen atmosphere (50 psi) at 25° C. for 1 hour. The reaction mixture was filtered, diluted with water, basified with dilute NaOH solution, and partitioned between dichloromethane and water. The organic phase was washed with brine and dried over MgSO4, filtered and concentrated. The residue was chromatog... Starting materials: ClC1=NN=CC2=CC(=CC=C12)S(=O)(=O)N(CC1=CC=C(C=C1)OC)C=1SC(=CN1)F (1-chloro-N-(5-fluorothiazol-2-yl)-N-(4-methoxybenzyl)phthalazine-6-sulfonamide), COC1=C(C=CC(=C1)C(F)(F)F)B(O)O ((2-methoxy-4-(trifluoromethyl)phenyl)boronic acid), Pd(AmPhos)2Cl2, P(=O)([O-])([O-])[O-].[K+].[K+].[K+] (potassium phosphate), O1CCOCC1 (1,4-dioxane). Run in O (water). Conditions: temperature 90 celsius, time 30 minute. Product: FC1=CN=C(S1)NS(=O)(=O)C=1C=C2C=NN=C(C2=CC1)C1=C(C=C(C=C1)C(F)(F)F)OC (N-(5-fluorothiazol-2-yl)-1-(2-methoxy-4-(trifluoromethyl)phenyl)phthalazine-6-sulfonamide). The yield is 60.8%. As a reaction SMILES: Cl[C:2]1[C:11]2[C:6](=[CH:7][C:8]([S:12]([N:15]([C:25]3[S:26][C:27]([F:30])=[CH:28][N:29]=3)CC3C=CC(OC)=CC=3)(=[O:14])=[O:13])=[CH:9][CH:10]=2)[CH:5]=[N:4][N:3]=1.[CH3:31][O:32][C:33]1[CH:38]=[C:37]([C:39]([F:42])([F:41])[F:40])[CH:36]=[CH:35][C:34]=1B(O)O.P([O-])([O-])([O-])=O.[K+].[K+].[K+].O1CCOCC1>O>[F:30][C:27]1[S:26][C:25]([NH:15][S:12]([C:8]2[CH:7]=[C:6]3[C:11](=[CH:10][CH:9]=2)[C:2]([C:34]2[CH:35]=[CH:36][C:37]([C:39]([F:42])([F:41])[F:40])=[CH:38][C:33]=2[O:32][CH3:31])=[N:3][N:4]=[CH:5]3)(=[O:13])=[O:14])=[N:29][CH:28]=1 |f:2.3.4.5|. Reported procedure: A vial was charged with 1-chloro-N-(5-fluorothiazol-2-yl)-N-(4-methoxybenzyl)phthalazine-6-sulfonamide (Intermediate CCCC) (55.94 mg, 0.120 mmol), (2-methoxy-4-(trifluoromethyl)phenyl)boronic acid (Combi-Blocks, San Diego, Calif., 31.8 mg, 0.144 mmol), Pd(AmPhos)2Cl2 (4.26 mg, 6.02 μmol), potassium phosphate (77 mg, 0.361 mmol), 1,4-dioxane (451 μl), and water (150 μl). The vial was flushed with Ar (g), then sealed and heated in a microwave reactor for 30 min at 90° C. The mixture was extracted ... Starting materials: COC1=CC=CC=2CCCC(CC21)=O (4-methoxy-6,7,8,9-tetrahydro-5H-benzocyclohepten-6-one), C(C1=CC=CC=C1)N (benzylamine), O.C1(=CC=C(C=C1)S(=O)(=O)O)C (p-toluenesulfonic acid monohydrate). The solvent is C1(=CC=CC=C1)C (toluene). Conditions: time 12 hour. Yields the product C(C1=CC=CC=C1)NC1CC2=C(CCC1)C=CC=C2OC (N-benzyl-(4-methoxy-6,7,8,9-tetrahydro-5H-benzocyclohepten-6-yl)amine). As a reaction SMILES: [CH3:1][O:2][C:3]1[C:13]2[CH2:12][C:11](=O)[CH2:10][CH2:9][CH2:8][C:7]=2[CH:6]=[CH:5][CH:4]=1.[CH2:15]([NH2:22])[C:16]1[CH:21]=[CH:20][CH:19]=[CH:18][CH:17]=1.O.C1(C)C=CC(S(O)(=O)=O)=CC=1>C1(C)C=CC=CC=1>[CH2:15]([NH:22][CH:11]1[CH2:10][CH2:9][CH2:8][C:7]2[CH:6]=[CH:5][CH:4]=[C:3]([O:2][CH3:1])[C:13]=2[CH2:12]1)[C:16]1[CH:21]=[CH:20][CH:19]=[CH:18][CH:17]=1 |f:2.3|. Reported procedure: A solution of 4-methoxy-6,7,8,9-tetrahydro-5H-benzocyclohepten-6-one (500 mg) and benzylamine (0.29 ml) in the presence of catalytic amounts of p-toluenesulfonic acid monohydrate in toluene (5 ml) was refluxed for 2 hours to remove water as the toluene azeotrope, and then the mixture was evaporated in vacuo. To the solution of the residue in methanol (5 ml) was added sodium borohydride (99 mg) under nitrogen at 5° C., and the mixture was stirred at room temperature for 12 hours. After the result... Reactants: O=C1CCC(=O)N1Br, CC#N, COC(=O)C1CCC(c2cc(N(COCC[Si](C)(C)C)COCC[Si](C)(C)C)n3ncc(-c4cnc5ccccc5c4)c3n2)CC1. Yields the product COC(=O)C1CCC(c2nc3c(-c4cnc5ccccc5c4)cnn3c(N(COCC[Si](C)(C)C)COCC[Si](C)(C)C)c2Br)CC1. RXN SMILES: [Br:1][N:2]1[C:3](=[O:4])[CH2:5][CH2:6][C:7]1=[O:8].[CH3:55][C:56]#[N:57].[CH3:9][O:10][C:11](=[O:12])[CH:13]1[CH2:14][CH2:15][CH:16]([c:19]2[n:20][c:21]3[n:22]([c:23]([N:25]([CH2:26][O:27][CH2:28][CH2:29][Si:30]([CH3:31])([CH3:32])[CH3:33])[CH2:34][O:35][CH2:36][CH2:37][Si:38]([CH3:39])([CH3:40])[CH3:41])[cH:24]2)[n:42][cH:43][c:44]3-[c:45]2[cH:46][n:47][c:48]3[cH:49][cH:50][cH:51][cH:52][c:53]3[cH:54]2)[CH2:17][CH2:18]1>>[Br:1][c:24]1[c:19]([CH:16]2[CH2:15][CH2:14][CH:13]([C:11]([O:10][CH3:9])=[O:12])[CH2:18][CH2:17]2)[n:20][c:21]2[n:22]([c:23]1[N:25]([CH2:26][O:27][CH2:28][CH2:29][Si:30]([CH3:31])([CH3:32])[CH3:33])[CH2:34][O:35][CH2:36][CH2:37][Si:38]([CH3:39])([CH3:40])[CH3:41])[n:42][cH:43][c:44]2-[c:45]1[cH:46][n:47][c:48]2[cH:49][cH:50][cH:51][cH:52][c:53]2[cH:54]1. Starting materials: BrC1=CC=2C3=C(C=NC2C=C1)N(C(N3C=3C(=NN(C3)C)C)=O)CC (8-bromo-1-(1,3-dimethyl-1H-pyrazol-4-yl)-3-ethyl-1,3-dihydro-imidazo[4,5-c]quinolin-2-one), NC=1C=NC=C(C1)B1OC(C)(C)C(C)(C)O1 (3-aminopyridine-5-boronic acid pinacol ester). The product is NC=1C=C(C=NC1)C1=CC=2C3=C(C=NC2C=C1)N(C(N3C=3C(=NN(C3)C)C)=O)CC (8-(5-Amino-pyridin-3-yl)-1-(1,3-dimethyl-1H-pyrazol-4-yl)-3-ethyl-1,3-dihydro-imidazo[4,5-c]quinolin-2-one). RXN SMILES: Br[C:2]1[CH:11]=[CH:10][C:9]2[N:8]=[CH:7][C:6]3[N:12]([CH2:23][CH3:24])[C:13](=[O:22])[N:14]([C:15]4[C:16]([CH3:21])=[N:17][N:18]([CH3:20])[CH:19]=4)[C:5]=3[C:4]=2[CH:3]=1.[NH2:25][C:26]1[CH:27]=[N:28][CH:29]=[C:30](B2OC(C)(C)C(C)(C)O2)[CH:31]=1>>[NH2:25][C:26]1[CH:31]=[C:30]([C:2]2[CH:11]=[CH:10][C:9]3[N:8]=[CH:7][C:6]4[N:12]([CH2:23][CH3:24])[C:13](=[O:22])[N:14]([C:15]5[C:16]([CH3:21])=[N:17][N:18]([CH3:20])[CH:19]=5)[C:5]=4[C:4]=3[CH:3]=2)[CH:29]=[N:28][CH:27]=1. Reported procedure: The title compound was synthesized in a similar manner as described for Example 1.1 using 8-bromo-1-(1,3-dimethyl-1H-pyrazol-4-yl)-3-ethyl-1,3-dihydro-imidazo[4,5-c]quinolin-2-one (stage 245.1.1) and 3-aminopyridine-5-boronic acid pinacol ester (Apollo Scientific, Cheshire, United Kingdom) to give the title compound as a white solid. (HPLC: tR 2.02 min (Method A); M+H=400 MS-ES; 1H-NMR (d6-DMSO, 400 MHz) 9.02 (s, 1H), 8.15 (s, 1H), 8.12-8.07 (m, 1H), 7.94-7.91 (m, 1H), 7.81-7.76 (m, 2H), 7.54-7.... Reactants: S(=O)(=O)([O-])[O-].[Na+].[Na+] (sodium sulfate), FC1=CC=C(C=C1)C1=NC(=NC(=C1C(=O)OCC)C)C (ethyl 4-(4-fluorophenyl)-2,6-dimethyl-5-pyrimidinecarboxylate), solution, [H-] (hydride). Run in ClCCl (dichloromethane), ClCCl (dichloromethane). Reaction conditions: temperature -78 celsius. Product: FC1=CC=C(C=C1)C1=NC(=NC(=C1CO)C)C (4-(4-fluorophenyl)-2,6-dimethyl-5-pyrimidinemethanol). Yield: 79.3%. As a reaction SMILES: [F:1][C:2]1[CH:7]=[CH:6][C:5]([C:8]2[C:13]([C:14](OCC)=[O:15])=[C:12]([CH3:19])[N:11]=[C:10]([CH3:20])[N:9]=2)=[CH:4][CH:3]=1.[H-].S([O-])([O-])(=O)=O.[Na+].[Na+]>ClCCl>[F:1][C:2]1[CH:3]=[CH:4][C:5]([C:8]2[C:13]([CH2:14][OH:15])=[C:12]([CH3:19])[N:11]=[C:10]([CH3:20])[N:9]=2)=[CH:6][CH:7]=1 |f:2.3.4|. Procedure: To a solution of 46.5 g (0.169 mol) of ethyl 4-(4-fluorophenyl)-2,6-dimethyl-5-pyrimidinecarboxylate in 500 mL of dichloromethane at -78° C. under nitrogen was added 340 mL of a 1M solution of diisobutylauminum hydride (0.339 mol) in dichloromethane. The resulting mixture was stirred at -78° C. for one-half hour and then the reaction was quenched by the addition of a saturated aqueous solution of sodium sulfate (48.15 g, 0.34 mol). The cooling bath was removed and the mixture was vigorously stir... Starting materials: CN(C(=O)Cl)c1ccccc1, Oc1ccc(Oc2ccc(Cl)c(Cl)c2)nn1, C1CN2CCN1CC2, C1CCOC1. The product is CN(C(=O)Oc1ccc(Oc2ccc(Cl)c(Cl)c2)nn1)c1ccccc1. Reaction SMILES: [CH3:17][N:18]([C:19](=[O:20])[Cl:21])[c:22]1[cH:23][cH:24][cH:25][cH:26][cH:27]1.[Cl:1][c:2]1[cH:3][c:4]([O:5][c:6]2[cH:7][cH:8][c:9]([OH:12])[n:10][n:11]2)[cH:13][cH:14][c:15]1[Cl:16].[N:28]12[CH2:29][CH2:30][N:31]([CH2:32][CH2:33]1)[CH2:34][CH2:35]2.[O:36]1[CH2:37][CH2:38][CH2:39][CH2:40]1>>[Cl:1][c:2]1[cH:3][c:4]([O:5][c:6]2[cH:7][cH:8][c:9]([O:12][C:19]([N:18]([CH3:17])[c:22]3[cH:23][cH:24][cH:25][cH:26][cH:27]3)=[O:20])[n:10][n:11]2)[cH:13][cH:14][c:15]1[Cl:16]. Starting materials: NC=1C(=C(OCC(C)(C)NC(C2=CC=NC=C2)=O)C=CC1)C#N (N-(1-(3-amino-2-cyanophenoxy)-2-methylpropan-2-yl)isonicotinamide), S(N)(=O)(=O)Cl (sulfamoyl chloride), C(=O)(O)[O-].[Na+] (NaHCO3), ice. The solvent is CC(=O)N(C)C (DMA). Run at time 8 hour. Yields the product C(#N)C1=C(OCC(C)(C)NC(C2=CC=NC=C2)=O)C=CC=C1NS(N)(=O)=O (N-(1-(2-cyano-3-(sulfamoylamino)phenoxy)-2-methylpropan-2-yl)isonicotinamide). The yield is 90.4%. As a reaction SMILES: [NH2:1][C:2]1[C:3]([C:22]#[N:23])=[C:4]([CH:19]=[CH:20][CH:21]=1)[O:5][CH2:6][C:7]([NH:10][C:11](=[O:18])[C:12]1[CH:17]=[CH:16][N:15]=[CH:14][CH:13]=1)([CH3:9])[CH3:8].[S:24](Cl)(=[O:27])(=[O:26])[NH2:25].C([O-])(O)=O.[Na+]>CC(N(C)C)=O>[C:22]([C:3]1[C:2]([NH:1][S:24](=[O:27])(=[O:26])[NH2:25])=[CH:21][CH:20]=[CH:19][C:4]=1[O:5][CH2:6][C:7]([NH:10][C:11](=[O:18])[C:12]1[CH:13]=[CH:14][N:15]=[CH:16][CH:17]=1)([CH3:9])[CH3:8])#[N:23] |f:2.3|. Procedure details: To a solution of N-(1-(3-amino-2-cyanophenoxy)-2-methylpropan-2-yl)isonicotinamide (10.76 g, 34.67 mmol) in DMA (35 mL) was added sulfamoyl chloride (7.98 g, 69.34 mmol) at room temperature under nitrogen. The reaction mixture was then stirred at room temperature under nitrogen overnight. The resulting solution was poured into 200 mL of ice cooled NaHCO3 aqueous and stirred for 30 minutes, the precipitate was collected by filtration, after dry obtained 12.2 g of clean product as an off white sol... The reactants are C(CCCC(=O)O)(=O)O (Glutaric acid), C(COCCO)O (diethylene glycol), C(#C)O.COC=1C=C(C=CC1O)/C=C/C(=C/C(=O)/C=C/C=2C=CC(=C(C2)OC)O)/O (Acetylenol E100). Solvent: O (water). Product: C(C=C)(=O)OCCCCCCCCCCCC (lauryl acrylate). Reaction SMILES: [C:1](O)(=O)CCCC(O)=O.C(O)COCCO.[C:17]([OH:19])#[CH:18].C[O:21][C:22]1C=[C:24](/[CH:29]=[CH:30]/[C:31](/O)=[CH:32]/[C:33](/[CH:35]=[CH:36]/C2C=CC(O)=C(OC)C=2)=O)[CH:25]=[CH:26][C:27]=1O>O>[C:17]([O:21][CH2:22][CH2:27][CH2:26][CH2:25][CH2:24][CH2:29][CH2:30][CH2:31][CH2:32][CH2:33][CH2:35][CH3:36])(=[O:19])[CH:18]=[CH2:1] |f:2.3|. Reported procedure: Glutaric acid (10 parts), diethylene glycol (10 parts), Acetylenol E100 (surfactant produced by Kawaken Fine Chemicals Co., Ltd.) (1 part), and ion exchange water (79 parts) were mixed and thoroughly stirred. Then the mixture was pressure-filtered through a microfilter (produced by FUJIFILM Holdings Corporation) with a 3.0 μm pore size. As a result, a liquid composition was obtained.